From a dataset of the Open Reaction Database (ORD), a public repository of structured organic reaction records. describe an organic reaction: reactants, conditions, products, and yield The reactants are OCC(C1=CC=C(C=C1)C1=NOC(=N1)C1=CC(=C(C=C1)C1=C(C=CC=C1)C)C(F)(F)F)NCC(=O)OC(C)(C)C (tert-butyl N-[2-hydroxy-1-(4-{5-[2′-methyl-2-(trifluoromethyl)biphenyl-4-yl]-1,2,4-oxadiazol-3-yl}phenyl)ethyl]glycinate), Cl (HCl). Solvent: O1CCOCC1 (dioxane). Conditions: temperature 80 celsius, time 1 hour. Yields the product OCC(C1=CC=C(C=C1)C1=NOC(=N1)C1=CC(=C(C=C1)C1=C(C=CC=C1)C)C(F)(F)F)NCC(=O)O (2-(2-Hydroxy-1-(4-(5-(2′-methyl-2-(trifluoromethyl)biphenyl-4-yl)-1,2,4-oxadiazol-3-yl)phenyl)ethylamino)acetic acid). As a reaction SMILES: [OH:1][CH2:2][CH:3]([NH:32][CH2:33][C:34]([O:36]C(C)(C)C)=[O:35])[C:4]1[CH:9]=[CH:8][C:7]([C:10]2[N:14]=[C:13]([C:15]3[CH:20]=[CH:19][C:18]([C:21]4[CH:26]=[CH:25][CH:24]=[CH:23][C:22]=4[CH3:27])=[C:17]([C:28]([F:31])([F:30])[F:29])[CH:16]=3)[O:12][N:11]=2)=[CH:6][CH:5]=1.Cl>O1CCOCC1>[OH:1][CH2:2][CH:3]([NH:32][CH2:33][C:34]([OH:36])=[O:35])[C:4]1[CH:5]=[CH:6][C:7]([C:10]2[N:14]=[C:13]([C:15]3[CH:20]=[CH:19][C:18]([C:21]4[CH:26]=[CH:25][CH:24]=[CH:23][C:22]=4[CH3:27])=[C:17]([C:28]([F:29])([F:30])[F:31])[CH:16]=3)[O:12][N:11]=2)=[CH:8][CH:9]=1. Procedure details: To tert-butyl N-[2-hydroxy-1-(4-{5-[2′-methyl-2-(trifluoromethyl)biphenyl-4-yl]-1,2,4-oxadiazol-3-yl}phenyl)ethyl]glycinate (0.200 g; 0.13 mmol) was added HCl solution in dioxane (4 M; 4 mL) and the reaction mixture stirred 80° C. for 1 hour. The reaction mixture was allowed to cool and the solvent evaporated in vacuo. The residue was purified by preparative HPLC to afford the title compound. 1H NMR: (CDCl3, 400 MHz) δ 8.57 (1H, d, J=1.2 Hz), 8.54-8.52 (1H, m), 8.14 (2H, d, J=8 Hz), 7.70 (1H, d,... The reactants are ClC1=NC(=NC(=C1)Cl)C (4,6-dichloro-2-methylpyrimidine), CC1=NN=C(S1)CN ((5-methyl-1,3,4-thiadiazol-2-yl)methanamine). The product is ClC1=CC(=NC(=N1)C)NCC=1SC(=NN1)C (6-chloro-2-methyl-N-((5-methyl-1,3,4-thiadiazol-2-yl)methyl)pyrimidin-4-amine), 8-1. Reaction SMILES: Cl[C:2]1[CH:7]=[C:6]([Cl:8])[N:5]=[C:4]([CH3:9])[N:3]=1.[CH3:10][C:11]1[S:15][C:14]([CH2:16][NH2:17])=[N:13][N:12]=1>>[Cl:8][C:6]1[N:5]=[C:4]([CH3:9])[N:3]=[C:2]([NH:17][CH2:16][C:14]2[S:15][C:11]([CH3:10])=[N:12][N:13]=2)[CH:7]=1. Procedure details: The title compound was prepared from 4,6-dichloro-2-methylpyrimidine and (5-methyl-1,3,4-thiadiazol-2-yl)methanamine according to the protocol outlined in Example 1, to afford 8-1 as a solid. LRMS (ES) (M+H)+: observed=256.1, calculated=256.7.